Dataset: the Open Reaction Database (ORD), a public repository of structured organic reaction records. Task: describe an organic reaction: reactants, conditions, products, and yield The reactants are CC(C)(C)OCCOc1ccc(C2NC(=O)N(C(Cc3ccccc3)c3nc4cc(I)ccc4[nH]3)C2=O)cc1, CC#N, CCOC(C)=O, ClCCl, C[Si](C)(C)Cl, [I-], [Na+]. The product is O=C1NC(c2ccc(OCCO)cc2)C(=O)N1C(Cc1ccccc1)c1nc2cc(I)ccc2[nH]1. As a reaction SMILES: [C:1]([CH3:2])([CH3:3])([CH3:4])[O:5][CH2:6][CH2:7][O:8][c:9]1[cH:10][cH:11][c:12]([CH:15]2[C:16](=[O:39])[N:17]([CH:21]([CH2:22][c:23]3[cH:24][cH:25][cH:26][cH:27][cH:28]3)[c:29]3[n:30][c:31]4[c:32]([nH:33]3)[cH:34][cH:35][c:36]([I:38])[cH:37]4)[C:18](=[O:20])[NH:19]2)[cH:13][cH:14]1.[C:40](#[N:41])[CH3:42].[CH3:53][CH2:54][O:55][C:56](=[O:57])[CH3:58].[Cl:43][CH2:44][Cl:45].[Cl:48][Si:49]([CH3:50])([CH3:51])[CH3:52].[I-:47].[Na+:46]>>[OH:5][CH2:6][CH2:7][O:8][c:9]1[cH:10][cH:11][c:12]([CH:15]2[C:16](=[O:39])[N:17]([CH:21]([CH2:22][c:23]3[cH:24][cH:25][cH:26][cH:27][cH:28]3)[c:29]3[n:30][c:31]4[c:32]([nH:33]3)[cH:34][cH:35][c:36]([I:38])[cH:37]4)[C:18](=[O:20])[NH:19]2)[cH:13][cH:14]1. Reactants: C([O-])(O)=O.[Na+] (sodium bicarbonate), [H-].[Na+] (sodium hydride), C(C)SC=1C(=NC=CC1)C(=O)NC1=NC=C(C=C1)C(F)(F)F (3-ethylsulfanyl-N-(5-trifluoromethylpyridin-2-yl)picolinamide), CI (methyl iodide). Solvent: O (Water), C1CCOC1 (THF). Conditions: time 10 minute. The product is C(C)SC=1C(=NC=CC1)C(=O)N(C1=NC=C(C=C1)C(F)(F)F)C (3-ethylsulfanyl-N-methyl-N-(5-trifluoromethyl-pyridin-2-yl) picolinamide). RXN SMILES: [H-].[Na+].[CH2:3]([S:5][C:6]1[C:7]([C:12]([NH:14][C:15]2[CH:20]=[CH:19][C:18]([C:21]([F:24])([F:23])[F:22])=[CH:17][N:16]=2)=[O:13])=[N:8][CH:9]=[CH:10][CH:11]=1)[CH3:4].CI.[C:27](=O)(O)[O-].[Na+]>O.C1COCC1>[CH2:3]([S:5][C:6]1[C:7]([C:12]([N:14]([CH3:27])[C:15]2[CH:20]=[CH:19][C:18]([C:21]([F:23])([F:24])[F:22])=[CH:17][N:16]=2)=[O:13])=[N:8][CH:9]=[CH:10][CH:11]=1)[CH3:4] |f:0.1,4.5|. Procedure details: 0.9 g of 60% sodium hydride (oil-based) was added to a mixture of 0.65 g of 3-ethylsulfanyl-N-(5-trifluoromethylpyridin-2-yl)picolinamide (Compound of Present Invention 2) and 4 mL of THF under ice cooling, and the mixture was stirred at room temperature for 10 minutes. The reaction mixture was ice-cooled, 1.0 g of methyl iodide was added thereto, and then the mixture was stirred at 30° C. for 2 hours. Water and a saturated aqueous sodium bicarbonate solution were poured to the reaction mixture ... The reactants are C1(CCCCC1)O (cyclohexanol), C1(=CC=CC=C1)P(C1=CC=CC=C1)C1=CC=CC=C1 (triphenylphosphine), N(=NC(=O)OC(C)C)C(=O)OC(C)C (diisopropyl azodicarboxylate), OC1=C(C(=O)OC)C=CC(=C1)O (methyl 2,4-dihydroxybenzoate). Solvent: O1CCCC1 (tetrahydrofuran). Run at time 12 hour. Product: C1(CCCCC1)OC1=CC(=C(C(=O)OC)C=C1)O (methyl 4-cyclohexyloxy-2-hydroxybenzoate). Reaction SMILES: [OH:1][C:2]1[CH:11]=[C:10]([OH:12])[CH:9]=[CH:8][C:3]=1[C:4]([O:6][CH3:7])=[O:5].[CH:13]1(O)[CH2:18][CH2:17][CH2:16][CH2:15][CH2:14]1.C1(P(C2C=CC=CC=2)C2C=CC=CC=2)C=CC=CC=1.N(C(OC(C)C)=O)=NC(OC(C)C)=O>O1CCCC1>[CH:13]1([O:12][C:10]2[CH:9]=[CH:8][C:3]([C:4]([O:6][CH3:7])=[O:5])=[C:2]([OH:1])[CH:11]=2)[CH2:18][CH2:17][CH2:16][CH2:15][CH2:14]1. Procedure details: A 3.00 g portion of methyl 2,4-dihydroxybenzoate was dissolved in 30 ml of tetrahydrofuran, and 2 ml of cyclohexanol, 9.00 g of triphenylphosphine and 7.38 ml of diisopropyl azodicarboxylate were added, followed by stirring for 12 hours at room temperature. After completion of the reaction, the solvent was evaporated, the resulting residue was mixed with hexane-ethyl acetate, and insoluble matter was removed by filtration. Solvent of the filtrate was evaporated and the resulting residue was puri... The reactants are ClC1=C2C=C(N=CC2=C(C=C1)F)C=1C(=NC=C(C1)B1OC(C(O1)(C)C)(C)C)N (3-(5-chloro-8-fluoroisoquinolin-3-yl)-5-(4,4,5,5-tetramethyl-[1,3,2]dioxaborolan-2-yl)-pyridin-2-ylamine), COC(=O)[C@H]1N(C[C@H](C1)N1N=CC(=C1)I)C(=O)OCC1=CC=CC=C1 ((2S,4S)-4-(4-iodopyrazol-1-yl)-pyrrolidine-1,2-dicarboxylic acid 1-benzyl ester 2-methyl ester), [F-].[K+] (potassium fluoride), O1CCOCC1 (dioxane). The reagents and catalysts are C=1C=CC(=CC1)[P](C=2C=CC=CC2)(C=3C=CC=CC3)[Pd]([P](C=4C=CC=CC4)(C=5C=CC=CC5)C=6C=CC=CC6)([P](C=7C=CC=CC7)(C=8C=CC=CC8)C=9C=CC=CC9)[P](C=1C=CC=CC1)(C=1C=CC=CC1)C=1C=CC=CC1 (Pd(PPh3)4). The solvent is O (water). Reaction conditions: temperature 60 celsius. The product is NC1=C(C=C(C=N1)C=1C=NN(C1)[C@H]1C[C@H](NC1)C(=O)O)C=1N=CC2=C(C=CC(=C2C1)Cl)F ((2S,4S)-4-{4-[6-Amino-5-(5-chloro-8-fluoroisoquinolin-3-yl)-pyridin-3-yl]-pyrazol-1-yl}-pyrrolidine-2-carboxylic acid). As a reaction SMILES: [Cl:1][C:2]1[CH:11]=[CH:10][C:9]([F:12])=[C:8]2[C:3]=1[CH:4]=[C:5]([C:13]1[C:14]([NH2:28])=[N:15][CH:16]=[C:17](B3OC(C)(C)C(C)(C)O3)[CH:18]=1)[N:6]=[CH:7]2.C[O:30][C:31]([C@@H:33]1[CH2:37][C@H:36]([N:38]2[CH:42]=[C:41](I)[CH:40]=[N:39]2)[CH2:35][N:34]1C(OCC1C=CC=CC=1)=O)=[O:32].[F-].[K+].O1CCOCC1>C1C=CC([P]([Pd]([P](C2C=CC=CC=2)(C2C=CC=CC=2)C2C=CC=CC=2)([P](C2C=CC=CC=2)(C2C=CC=CC=2)C2C=CC=CC=2)[P](C2C=CC=CC=2)(C2C=CC=CC=2)C2C=CC=CC=2)(C2C=CC=CC=2)C2C=CC=CC=2)=CC=1.O>[NH2:28][C:14]1[N:15]=[CH:16][C:17]([C:41]2[CH:40]=[N:39][N:38]([C@@H:36]3[CH2:35][NH:34][C@H:33]([C:31]([OH:32])=[O:30])[CH2:37]3)[CH:42]=2)=[CH:18][C:13]=1[C:5]1[N:6]=[CH:7][C:8]2[C:3]([CH:4]=1)=[C:2]([Cl:1])[CH:11]=[CH:10][C:9]=2[F:12] |f:2.3,^1:65,67,86,105|. Procedure details: A mixture of 3-(5-chloro-8-fluoroisoquinolin-3-yl)-5-(4,4,5,5-tetramethyl-[1,3,2]dioxaborolan-2-yl)-pyridin-2-ylamine (100 mg, 0.250 mmol), (2S,4S)-4-(4-iodopyrazol-1-yl)-pyrrolidine-1,2-dicarboxylic acid 1-benzyl ester 2-methyl ester (137.0 mg, 0.300 mmol), Pd(PPh3)4 (29 mg, 0.025 mmol), potassium fluoride (43.6 mg, 0.751 mmol) and 4:1 dioxane:water (3 mL) was heated in the microwave reactor to 85° C. for 30 min. The material was concentrated in vacuo, then dry-loaded onto silica gel for column...